This data is from the Open Reaction Database (ORD), a public repository of structured organic reaction records. The task is: describe an organic reaction: reactants, conditions, products, and yield Starting materials: O=C([O-])[O-], CN(C)C=O, COC(=O)C(C)Oc1cc(Cl)ccc1CCl, Cc1nn(-c2ccc(S)cc2F)c(=O)n1C(F)F, [K+], [K+]. Yields the product COC(=O)C(C)Oc1cc(Cl)ccc1CSc1ccc(-n2nc(C)n(C(F)F)c2=O)c(F)c1. Reaction SMILES: [C:35](=[O:36])([O-:37])[O-:38].[CH3:41][N:42]([CH3:43])[CH:44]=[O:45].[Cl:19][CH2:20][c:21]1[c:22]([O:23][CH:24]([C:25](=[O:26])[O:27][CH3:28])[CH3:29])[cH:30][c:31]([Cl:34])[cH:32][cH:33]1.[F:1][CH:2]([n:3]1[c:4]([CH3:17])[n:5][n:6](-[c:9]2[c:10]([F:16])[cH:11][c:12]([SH:15])[cH:13][cH:14]2)[c:7]1=[O:8])[F:18].[K+:39].[K+:40]>>[F:1][CH:2]([n:3]1[c:4]([CH3:17])[n:5][n:6](-[c:9]2[c:10]([F:16])[cH:11][c:12]([S:15][CH2:20][c:21]3[c:22]([O:23][CH:24]([C:25](=[O:26])[O:27][CH3:28])[CH3:29])[cH:30][c:31]([Cl:34])[cH:32][cH:33]3)[cH:13][cH:14]2)[c:7]1=[O:8])[F:18].